Dataset: the Open Reaction Database (ORD), a public repository of structured organic reaction records. Task: describe an organic reaction: reactants, conditions, products, and yield Product: Cc1cc(C)nc(-n2ccnc2SCc2ccccc2NC=O)c1. Reaction SMILES: [C:1]([O:2][C:5]([CH3:3])=[O:7])(=[O:4])[CH3:6].[CH3:8][c:9]1[cH:10][c:11](-[n:16]2[c:17]([S:21][CH2:22][c:23]3[c:24]([NH2:29])[cH:25][cH:26][cH:27][cH:28]3)[n:18][cH:19][cH:20]2)[n:12][c:13]([CH3:15])[cH:14]1.[CH:30]([OH:31])=[O:32]>>[CH:5](=[O:7])[NH:29][c:24]1[c:23]([CH2:22][S:21][c:17]2[n:16](-[c:11]3[cH:10][c:9]([CH3:8])[cH:14][c:13]([CH3:15])[n:12]3)[cH:20][cH:19][n:18]2)[cH:28][cH:27][cH:26][cH:25]1. Reactants: CC(=O)OC(C)=O, Cc1cc(C)nc(-n2ccnc2SCc2ccccc2N)c1, O=CO.